The task is: describe an organic reaction: reactants, conditions, products, and yield. This data is from the Open Reaction Database (ORD), a public repository of structured organic reaction records. Reactants: Cc1cc(O)c2ccc(OCc3ccccc3)cc2n1, O=P(Cl)(Cl)Cl. Yields the product Cc1cc(Cl)c2ccc(OCc3ccccc3)cc2n1. Reaction SMILES: [CH2:1]([c:2]1[cH:3][cH:4][cH:5][cH:6][cH:7]1)[O:8][c:9]1[cH:10][cH:11][c:12]2[c:13]([OH:20])[cH:14][c:15]([CH3:19])[n:16][c:17]2[cH:18]1.[P:21]([Cl:22])([Cl:23])([Cl:24])=[O:25]>>[CH2:1]([c:2]1[cH:3][cH:4][cH:5][cH:6][cH:7]1)[O:8][c:9]1[cH:10][cH:11][c:12]2[c:13]([Cl:23])[cH:14][c:15]([CH3:19])[n:16][c:17]2[cH:18]1.